From a dataset of the Open Reaction Database (ORD), a public repository of structured organic reaction records. describe an organic reaction: reactants, conditions, products, and yield Reaction SMILES: C([N-][CH:5]([CH3:7])C)(C)C.[Li+].C(NC(C)C)(C)C.[CH2:16]([Li])[CH2:17][CH2:18][CH3:19].C[O:22][C:23]1[CH:28]=CC=C[C:24]=1[S:29](C)=[O:30].[O:32]1CCC[CH2:33]1>C(OCC)(=O)C>[CH3:33][O:32][C:16]1[CH:7]=[CH:5][C:19]([S:29]([CH2:24][C:23](=[O:22])[CH3:28])=[O:30])=[CH:18][CH:17]=1 |f:0.1|. Run in C(C)(=O)OCC (ethyl acetate). Reaction conditions: time 15 minute. Yields the product COC1=CC=C(C=C1)S(=O)CC(C)=O ((-)-4-methoxyphenylsulfinylacetone). Reported procedure: To a solution of lithium diisopropylamide prepared from diisopropylamine (27.3 g) and n-butyl lithium (161.75 ml, 1.6M) in tetrahydrofuran (700 ml), was added a solution of (-)-methyl methoxyphenyl sulfoxide (20 g) in tetrahydrofuran (40 ml) at -20° C. After 15 minutes, ethyl acetate (22.8 g) was added and the mixture was allowed to reach room temperature. After quenching with NaH2PO4, the solvent was removed in vacuo and the residue was extracted with ether. The extract was purified by chromato... Starting materials: COC1=C(C=CC=C1)S(=O)C ((-)-methyl methoxyphenyl sulfoxide), O1CCCC1 (tetrahydrofuran), C(C)(C)[N-]C(C)C.[Li+] (lithium diisopropylamide), C(C)(C)NC(C)C (diisopropylamine), C(CCC)[Li] (n-butyl lithium), O1CCCC1 (tetrahydrofuran). The reactants are COC(=O)C=1NC2=CC(=CC=C2C1)OC (methyl6-methoxy-1H-indole-2-carboxylate), CN(C)C=O (DMF), O=P(Cl)(Cl)Cl (POCl3), CN(C)C=O (DMF). Conditions: time 30 minute. Yields the product C(=O)C1=C(NC2=CC(=CC=C12)OC)C(=O)OC (Methyl 3-Formyl-6-methoxy-1H-indole-2-carboxylate). Reaction SMILES: O=P(Cl)(Cl)Cl.[CH3:6][O:7][C:8]([C:10]1[NH:11][C:12]2[C:17]([CH:18]=1)=[CH:16][CH:15]=[C:14]([O:19][CH3:20])[CH:13]=2)=[O:9].CN([CH:24]=[O:25])C>>[CH:24]([C:18]1[C:17]2[C:12](=[CH:13][C:14]([O:19][CH3:20])=[CH:15][CH:16]=2)[NH:11][C:10]=1[C:8]([O:7][CH3:6])=[O:9])=[O:25]. Procedure: General Procedure I. POCl3 (2.94 ml, 32.2 mmol) was added dropwise to anhydrous DMF (10 ml) at 0° C. under argon. After stirred for 30 min, this solution was added dropwise to a solution of methyl6-methoxy-1H-indole-2-carboxylate (Aldrich, 2.2 g, 10.7 mmol) in anhydrous DMF (20 ml) at 0° C. under argon. The reaction was stirred for 20 h at room temperature, quenched with ice, diluted with EtOAc, a precipitate formed and was filtered and washed with H2O (×3) to give the title compound as an off-w...